This data is from the Open Reaction Database (ORD), a public repository of structured organic reaction records. The task is: describe an organic reaction: reactants, conditions, products, and yield Starting materials: CCO, [H][H], O=[N+]([O-])c1ccc(-c2ccccc2)c(C(F)(F)F)c1. Product: Nc1ccc(-c2ccccc2)c(C(F)(F)F)c1. Reaction SMILES: [CH3:22][CH2:23][OH:24].[H:20][H:21].[N+:1]([O-:2])(=[O:3])[c:4]1[cH:5][c:6]([C:16]([F:17])([F:18])[F:19])[c:7](-[c:10]2[cH:11][cH:12][cH:13][cH:14][cH:15]2)[cH:8][cH:9]1>>[NH2:1][c:4]1[cH:5][c:6]([C:16]([F:17])([F:18])[F:19])[c:7](-[c:10]2[cH:11][cH:12][cH:13][cH:14][cH:15]2)[cH:8][cH:9]1. Reactants: BrCC1=C(C=C(C=C1)C=1OC2=C(N1)C=CC=C2)OC (2-[4-(bromomethyl)-3-methoxyphenyl]-1,3-benzoxazole), O (water), [C-]#N.[Na+] (Sodium cyanide). Run in CN(C=O)C (dimethylformamide), CN(C=O)C (dimethylformamide). Run at time 3 hour. Yields the product desired intermediate, O1C(=NC2=C1C=CC=C2)C2=CC(=C(C=C2)CC#N)OC ([4-(1,3-benzoxazol-2-yl)-2-methoxyphenyl]acetonitrile). As a reaction SMILES: Br[CH2:2][C:3]1[CH:8]=[CH:7][C:6]([C:9]2[O:10][C:11]3[CH:17]=[CH:16][CH:15]=[CH:14][C:12]=3[N:13]=2)=[CH:5][C:4]=1[O:18][CH3:19].O.[C-:21]#[N:22].[Na+]>CN(C)C=O>[O:10]1[C:11]2[CH:17]=[CH:16][CH:15]=[CH:14][C:12]=2[N:13]=[C:9]1[C:6]1[CH:7]=[CH:8][C:3]([CH2:2][C:21]#[N:22])=[C:4]([O:18][CH3:19])[CH:5]=1 |f:2.3|. Reported procedure: A mixture of 2-[4-(bromomethyl)-3-methoxyphenyl]-1,3-benzoxazole (318 mg, 1 mmol), dimethylformamide (7.5 mL) and deionzed water (2.5 mL) was stirred at rt. Sodium cyanide (150 mg, 3.0 mmol) was added to reaction. After 3 h, dimethylformamide (10 mL) was added to help dissolve solids in reaction mixture. Let reaction mixture stir overnight at rt. Workup was done by washing reaction with brine (3×30 mL), extraction with EtOAc, combined organic extracts, dried (Na2SO4), filtered and removed solven... Reactants: C(C1=CC=CC=C1)OC(=O)N1CCC(CC1)C(NC1=NC=NC(=C1)Cl)=O (4-(6-chloro-pyrimidin-4-ylcarbamoyl)-piperidine-1-carboxylic acid benzyl ester), FC1=CC(=C(C=C1)B(O)O)OC (4-fluoro-2-methoxy-phenylboronic acid), C1(=CC=CC=C1)P(C1=CC=CC=C1)C1=CC=CC=C1 (triphenylphosphine). The reagents and catalysts are C(C)(=O)[O-].[Pd+2].C(C)(=O)[O-] (palladium(II) acetate). Solvent: C([O-])([O-])=O.[Na+].[Na+] (sodium carbonate), O1CCOCC1 (1,4-dioxane). Conditions: temperature 110 celsius. The product is C(C1=CC=CC=C1)OC(=O)N1CCC(CC1)C(NC1=NC=NC(=C1)C1=C(C=C(C=C1)F)OC)=O (4-[6-(4-fluoro-2-methoxy-phenyl)-pyrimidin-4-ylcarbamoyl]-piperidine-1-carboxylic acid benzyl ester). The yield is 53.2%. As a reaction SMILES: [CH2:1]([O:8][C:9]([N:11]1[CH2:16][CH2:15][CH:14]([C:17](=[O:26])[NH:18][C:19]2[CH:24]=[C:23](Cl)[N:22]=[CH:21][N:20]=2)[CH2:13][CH2:12]1)=[O:10])[C:2]1[CH:7]=[CH:6][CH:5]=[CH:4][CH:3]=1.[F:27][C:28]1[CH:33]=[CH:32][C:31](B(O)O)=[C:30]([O:37][CH3:38])[CH:29]=1.C1(P(C2C=CC=CC=2)C2C=CC=CC=2)C=CC=CC=1>C(=O)([O-])[O-].[Na+].[Na+].O1CCOCC1.C([O-])(=O)C.[Pd+2].C([O-])(=O)C>[CH2:1]([O:8][C:9]([N:11]1[CH2:16][CH2:15][CH:14]([C:17](=[O:26])[NH:18][C:19]2[CH:24]=[C:23]([C:31]3[CH:32]=[CH:33][C:28]([F:27])=[CH:29][C:30]=3[O:37][CH3:38])[N:22]=[CH:21][N:20]=2)[CH2:13][CH2:12]1)=[O:10])[C:2]1[CH:7]=[CH:6][CH:5]=[CH:4][CH:3]=1 |f:3.4.5,7.8.9|. Procedure: To a stirred mixture of 4-(6-chloro-pyrimidin-4-ylcarbamoyl)-piperidine-1-carboxylic acid benzyl ester (VIII) (0.63 g, 1.7 mmol) and 4-fluoro-2-methoxy-phenylboronic acid (0.30 g, 1.8 mmol) in saturated sodium carbonate solution (4 ml) and 1,4-dioxane (4 ml) was added palladium(II) acetate (0.076 g, 0.34 mmol) followed by triphenylphosphine (0.089 g, 0.34 mmol) at room temperature under an atmosphere of nitrogen. The resulting mixture was heated to reflux at 110° C. for one hour and the reaction... Starting materials: COC(C1=C(C=C(C(=C1)C)F)F)=O (2,4-difluoro-5-methyl-benzoic acid methyl ester), [H-].[Al+3].[Li+].[H-].[H-].[H-] (lithium aluminum hydride). The solvent is O1CCCC1 (tetrahydrofuran), O1CCCC1 (tetrahydrofuran). Run at time 2 hour. Yields the product FC1=C(C=C(C(=C1)F)C)CO ((2,4-difluoro-5-methyl-phenyl)-methanol). Isolated yield 117.8%. Reaction SMILES: C[O:2][C:3](=O)[C:4]1[CH:9]=[C:8]([CH3:10])[C:7]([F:11])=[CH:6][C:5]=1[F:12].[H-].[Al+3].[Li+].[H-].[H-].[H-]>O1CCCC1>[F:12][C:5]1[CH:6]=[C:7]([F:11])[C:8]([CH3:10])=[CH:9][C:4]=1[CH2:3][OH:2] |f:1.2.3.4.5.6|. Reported procedure: To a solution of 2,4-difluoro-5-methyl-benzoic acid methyl ester from Step A (1.0 g, 5.37 mmol) in tetrahydrofuran (10 mL), cooled to −78° C. using a dry ice/acetone bath, was added lithium aluminum hydride, 1.0M in tetrahydrofuran (10 mL, 10 mmol), in a dropwise manner. The solution was stirred for two hours. The reaction was quenched by dropwise addition of ice-cold saturated sodium bicarbonate solution, allowed to warm to room temperature and was extracted with ethyl acetate. The organic laye...